From a dataset of the Open Reaction Database (ORD), a public repository of structured organic reaction records. describe an organic reaction: reactants, conditions, products, and yield Starting materials: Cl[Sn]Cl (SnCl2), FC=1C=C(C=CC1F)C(=C)N1CCCC1 ((1-(3,4-difluorophenyl)vinyl)pyrrolidine), CC(=O)C1=CC(=C(C=C1)F)F (3,4-difluoro acetophenone), N1CCCC1 (pyrrolidine), CC1=NC(=C(C(=N1)Cl)[N+](=O)[O-])Cl (2-methyl-4,6-dichloro-5-nitropyrimidine), C(C)(C)N(C(C)C)CC (N,N-diisopropylethylamine), N1CCOCC1 (morpholine), Cl[Sn]Cl (SnCl2). The reagents and catalysts are Cl[Ti](Cl)(Cl)Cl (TiCl4). Solvent: CN(C)C=O (DMF), CCN(CC)CC (NEt3). Run at temperature 140 celsius, time 16 hour. The product is FC=1C=C(C=CC1F)C=1C=C2C(=C(N=C(N2)C)N2CCOCC2)N1 (4-[6-(3,4-difluorophenyl)-2-methylpyrrolo[2,3-e]pyrimidin-4-yl]morpholine). The yield is 24.0%. As a reaction SMILES: [F:1][C:2]1[CH:3]=[C:4]([C:9]([N:11]2[CH2:15][CH2:14][CH2:13]C2)=C)[CH:5]=[CH:6][C:7]=1[F:8].CC(C1C=CC(F)=C(F)C=1)=O.N1CCCC1.[CH3:32][C:33]1[N:38]=C(Cl)C([N+]([O-])=O)=[C:35](Cl)[N:34]=1.C(N(CC)C(C)C)(C)C.[NH:53]1[CH2:58][CH2:57][O:56][CH2:55][CH2:54]1.Cl[Sn]Cl>CN(C=O)C.Cl[Ti](Cl)(Cl)Cl.CCN(CC)CC>[F:1][C:2]1[CH:3]=[C:4]([C:9]2[CH:13]=[C:14]3[NH:38][C:33]([CH3:32])=[N:34][C:35]([N:53]4[CH2:58][CH2:57][O:56][CH2:55][CH2:54]4)=[C:15]3[N:11]=2)[CH:5]=[CH:6][C:7]=1[F:8]. Procedure details: Using the method described in Example 30 by employing (1-(3,4-difluorophenyl)vinyl)pyrrolidine (freshly prepared before use from 3,4-difluoro acetophenone (Aldrich Chemical Company), pyrrolidine and TiCl4 (2.04 g, 9.76 mmol), 2-methyl-4,6-dichloro-5-nitropyrimidine (Example 76(b)) (2.02 g, 9.76 mmol), N,N-diisopropylethylamine (1.7 mL, 9.76 mmol), morpholine (1.4 mL, 15.6 mmol), NEt3 (1.5 mL) and SnCl2 (29 mL of a 2 M soln in DMF). In this example the SnCl2 solution was added to the reaction mix... Starting materials: C(C)(=O)O (acetic acid), COC1=CC=C2CCC(C(C2=C1)(C)C)=O (7-Methoxy-1,1-dimethyl-3,4-dihydro-1H-naphthalen-2-one), COC1=CC=C2CCC(C(C2=C1)(C)C)=O (7-Methoxy-1,1-dimethyl-3,4-dihydro-1H-naphthalen-2-one), Cl.FC=1C=C(C=CC1)NN ((3-fluoro-phenyl)-hydrazine hydrochloric acid salt), O (water). Solvent: CCCCCC.C(C)(=O)OCC (hexane ethyl acetate). Reaction conditions: temperature 95 celsius, time 3.75 hour. Product: FC1=CC=C2C=3CC4=C(C(C3NC2=C1)(C)C)C=C(C=C4)OC (3-Fluoro-8-methoxy-6,6-dimethyl-6,11-dihydro-5H-benzo[b]carbazole). Yield: 49.7%. As a reaction SMILES: C(O)(=O)C.[CH3:5][O:6][C:7]1[CH:16]=[C:15]2[C:10]([CH2:11][CH2:12][C:13](=O)[C:14]2([CH3:18])[CH3:17])=[CH:9][CH:8]=1.Cl.[F:21][C:22]1[CH:23]=[C:24]([NH:28]N)[CH:25]=[CH:26][CH:27]=1.O>CCCCCC.C(OCC)(=O)C>[F:21][C:22]1[CH:23]=[C:24]2[C:25]([C:12]3[CH2:11][C:10]4[CH:9]=[CH:8][C:7]([O:6][CH3:5])=[CH:16][C:15]=4[C:14]([CH3:18])([CH3:17])[C:13]=3[NH:28]2)=[CH:26][CH:27]=1 |f:2.3,5.6|. Procedure details: Under nitrogen atmosphere, the acetic acid (1 mL) suspension of 7-methoxy-1,1-dimethyl-3,4-dihydro-1H-naphthalen-2-one (Compound A2, 101.0 mg, 0.495 mmol) and (3-fluoro-phenyl)-hydrazine hydrochloric acid salt (Compound V1, 96.5 mg, 0.593 mmol) was stirred at ambient temperature of 95° C. for 3.75 hr. After cooling to room temperature, the reaction mixture was added with water (1 mL) and hexane/ethyl acetate (15:1) (0.5 mL), and stirred at room temperature for 15 min. The solid was filtered, was...